This data is from the Open Reaction Database (ORD), a public repository of structured organic reaction records. The task is: describe an organic reaction: reactants, conditions, products, and yield The reactants are ClC1=CC(=NC=C1)CCC (4-Chloro-2-propylpyridine), COC1=CC=C(CSC(=C(C(=O)OCC)C(=O)OCC)SCC2=CC=C(C=C2)OC)C=C1 (Diethyl 2-[bis(4-methoxybenzylsulfanyl)methylene]malonate). Run in O1CCCC1 (tetrahydrofuran), O1CCCC1 (tetrahydrofuran). Conditions: temperature -78 celsius, time 5 minute. The product is COC1=CC=C(CS\C(=C(/CC)\C2=NC=CC(=C2)Cl)\C(C(=O)OCC)C(=O)OCC)C=C1 ((E)-diethyl 2-(1-(4-methoxybenzylthio)-2-(4-chloropyridin-2-yl)but-1-enyl)malonate). Reaction SMILES: [Cl:1][C:2]1[CH:7]=[CH:6][N:5]=[C:4]([CH2:8][CH2:9][CH3:10])[CH:3]=1.COC1C=CC(CS[C:19]([S:31][CH2:32][C:33]2[CH:38]=[CH:37][C:36]([O:39][CH3:40])=[CH:35][CH:34]=2)=[C:20]([C:26]([O:28][CH2:29][CH3:30])=[O:27])[C:21]([O:23][CH2:24][CH3:25])=[O:22])=CC=1>O1CCCC1>[CH3:40][O:39][C:36]1[CH:35]=[CH:34][C:33]([CH2:32][S:31]/[C:19](/[CH:20]([C:21]([O:23][CH2:24][CH3:25])=[O:22])[C:26]([O:28][CH2:29][CH3:30])=[O:27])=[C:8](/[C:4]2[CH:3]=[C:2]([Cl:1])[CH:7]=[CH:6][N:5]=2)\[CH2:9][CH3:10])=[CH:38][CH:37]=1. Procedure details: Lithium diisopropylamide (LDA) is formed by dropwise addition of n-butyllithium (1.6 M in hexanes, 10.1 mL, 16.2 mmol) to a stirred solution of diisopropylamine (2.3 mL, 16.4 mmol) in tetrahydrofuran (25.0 mL) at −78° C. The resulting solution is stirred at −78° C. for 5 min, stirred at 0° C. for 15 min, and then re-cooled to −78° C. A solution of 4-chloro-2-propylpyridine (2, 2.29 g, 14.7 mmol) in tetrahydrofuran (25.0 mL) is added dropwise to this solution over a period of 30 min. The resultin... Starting materials: FC1=CC=C(C=C1)N1NC=C(C1=O)C=1C=C(C=CC1)C(F)(F)F (1-(4-fluorophenyl)-4-(α,α,α-trifluoro-3-tolyl)-3-pyrazolin-5-one), C([O-])([O-])=O.[K+].[K+] (potassium carbonate), C(C)I (ethyl iodide). Solvent: C(C)O (ethanol). Product: C(C)N1N(C(C(=C1)C=1C=C(C=CC1)C(F)(F)F)=O)C1=CC=C(C=C1)F (2-Ethyl-1-(4-fluorophenyl)-4-(α,α,α-trifluoro-3-tolyl)-3-pyrazolin-5-one). RXN SMILES: [F:1][C:2]1[CH:7]=[CH:6][C:5]([N:8]2[C:12](=[O:13])[C:11]([C:14]3[CH:15]=[C:16]([C:20]([F:23])([F:22])[F:21])[CH:17]=[CH:18][CH:19]=3)=[CH:10][NH:9]2)=[CH:4][CH:3]=1.C(=O)([O-])[O-].[K+].[K+].[CH2:30](I)[CH3:31]>C(O)C>[CH2:30]([N:9]1[CH:10]=[C:11]([C:14]2[CH:15]=[C:16]([C:20]([F:21])([F:23])[F:22])[CH:17]=[CH:18][CH:19]=2)[C:12](=[O:13])[N:8]1[C:5]1[CH:6]=[CH:7][C:2]([F:1])=[CH:3][CH:4]=1)[CH3:31] |f:1.2.3|. Reported procedure: A 6 gram portion of 1-(4-fluorophenyl)-4-(α,α,α-trifluoro-3-tolyl)-3-pyrazolin-5-one (prepared according to the teaching outlined above) was mixed with 4 grams potassium carbonate and 15 ml. ethyl iodide in 100 ml. ethanol and refluxed overnight. The desired product was isolated in the usual way, yield 1.8 grams, m.p. approximately 92° C. Starting materials: C(C1=CC=CC=C1)(=O)OC1(C(N(C2=CC=C(C=C12)C)CC)=O)CC1=CC(=C(C(=C1)OC)OC)OC (1-ethyl-5-methyl-2-oxo-3-(3,4,5-trimethoxybenzyl)indolin-3-yl benzoate), C(C1=CC=CC=C1)(=O)OC1C(N(C2=CC=CC=C12)CCC(C)C)=O (1-isopentyl-2-oxoindolin-3-yl benzoate), BrCC1=CC(=C(C=C1)OC)OC (4-(bromomethyl)-1,2-dimethoxybenzene). Product: C(C1=CC=CC=C1)(=O)OC1(C(N(C2=CC=CC=C12)CCC(C)C)=O)CC1=CC(=C(C=C1)OC)OC (3-(3,4-dimethoxybenzyl)-1-isopentyl-2-oxoindolin-3-yl benzoate). As a reaction SMILES: [C:1]([O:9][C:10]1([CH2:23][C:24]2[CH:29]=[C:28]([O:30][CH3:31])[C:27]([O:32][CH3:33])=[C:26](OC)[CH:25]=2)[C:18]2[C:13](=[CH:14][CH:15]=[C:16](C)[CH:17]=2)[N:12]([CH2:20][CH3:21])[C:11]1=[O:22])(=[O:8])[C:2]1[CH:7]=[CH:6][CH:5]=[CH:4][CH:3]=1.[C:36](OC1C2C(=CC=CC=2)N(CCC(C)C)C1=O)(=O)[C:37]1C=CC=C[CH:38]=1.BrCC1C=CC(OC)=C(OC)C=1>>[C:1]([O:9][C:10]1([CH2:23][C:24]2[CH:25]=[CH:26][C:27]([O:32][CH3:33])=[C:28]([O:30][CH3:31])[CH:29]=2)[C:18]2[C:13](=[CH:14][CH:15]=[CH:16][CH:17]=2)[N:12]([CH2:20][CH2:21][CH:37]([CH3:38])[CH3:36])[C:11]1=[O:22])(=[O:8])[C:2]1[CH:3]=[CH:4][CH:5]=[CH:6][CH:7]=1. Procedure: This compound was made in an analogous fashion to 1-ethyl-5-methyl-2-oxo-3-(3,4,5-trimethoxybenzyl)indolin-3-yl benzoate using 1-isopentyl-2-oxoindolin-3-yl benzoate and 4-(bromomethyl)-1,2-dimethoxybenzene. 1H-NMR δ 8.06 (d, 2H), 7.55 (t, 1H), 7.43 (t, 2H), 7.29 (t, 1H), 7.13 (d, 1H), 7.01 (t, 1H), 6.69 (t, 2H), 6.61 (d, 1H) 6.34 (s, 1H), 3.82 (s, 3H) 3.63 (m, 4H), 3.49 (m, 2H), 3.28 (d, 1H), 1.51 (m, 1H), 1.51 (q, 2H), 0.92 (dd, 6H). Calculated mass for C29H31NO5, 473.22. Observed 496.2 (M+Na)... Reactants: ClC1=C2C(N(C=3N(C2=CC=C1)C=NC3C(=O)OCC)C)=O (Ethyl 6-chloro-4,5-dihydro-4-methyl-5-oxo-imidazo(1,5-a)-quinazoline-3-carboxylate), O (water), [OH-].[Na+] (sodium hydroxide), Cl (hydrochloric acid). Solvent: C(C)O (ethanol). Run at temperature 0 celsius. Product: ClC1=C2C(N(C=3N(C2=CC=C1)C=NC3C(=O)O)C)=O (6-chloro-4,5-dihydro-4-methyl-5-oxo-imidazo(1.5-a)quinazoline-3-carboxylic acid). Isolated yield 102.2%. Reaction SMILES: [Cl:1][C:2]1[CH:11]=[CH:10][CH:9]=[C:8]2[C:3]=1[C:4](=[O:21])[N:5]([CH3:20])[C:6]1[N:7]2[CH:12]=[N:13][C:14]=1[C:15]([O:17]CC)=[O:16].O.[OH-].[Na+].Cl>C(O)C>[Cl:1][C:2]1[CH:11]=[CH:10][CH:9]=[C:8]2[C:3]=1[C:4](=[O:21])[N:5]([CH3:20])[C:6]1[N:7]2[CH:12]=[N:13][C:14]=1[C:15]([OH:17])=[O:16] |f:2.3|. Reported procedure: Ethyl 6-chloro-4,5-dihydro-4-methyl-5-oxo-imidazo(1,5-a)-quinazoline-3-carboxylate (2.27 g,7.4 mmol) in a mixture of 50 ml of ethanol, 25 ml of water and 4.6 ml of 4M aqueous sodium hydroxide was refluxed for 1 h. Then the mixture was cooled to 0° C. and neutralized by addition of 4.6 ml of 4M hydrochloric acid. The precipitate was filtered off, rinsed with water and dried to give 2.1 g (100%) of 6-chloro-4,5-dihydro-4-methyl-5-oxo-imidazo(1.5-a)quinazoline-3-carboxylic acid. The reactants are NC=1C(=NNC1)C1=NC=2C(=CC=3C(C(N(C3C2)CC)=O)(C)C)N1 (2-(4-amino-1H-pyrazol-3-yl)-5-ethyl-7,7-dimethyl-5,7-dihydro-1H-imidazo[4,5-f]indol-6-one), CC1=CC(=NN1)C(=O)O (5-methyl-1H-pyrazole-3-carboxylic acid). Yields the product C(C)N1C(C(C=2C=C3C(=CC12)N=C(N3)C3=NNC=C3NC(=O)C3=NNC(=C3)C)(C)C)=O (5-Methyl-1H-pyrazole-3-carboxylic acid[3-(5-ethyl-7,7-dimethyl-6-oxo-1,5,6,7-tetrahydro-imidazo[4,5-f]indol-2-yl)-1H-pyrazol-4-yl]-amide), powder. The yield is 21.0%. As a reaction SMILES: [NH2:1][C:2]1[C:3]([C:7]2[NH:23][C:10]3=[CH:11][C:12]4[C:13]([CH3:22])([CH3:21])[C:14](=[O:20])[N:15]([CH2:18][CH3:19])[C:16]=4[CH:17]=[C:9]3[N:8]=2)=[N:4][NH:5][CH:6]=1.[CH3:24][C:25]1[NH:29][N:28]=[C:27]([C:30](O)=[O:31])[CH:26]=1>>[CH2:18]([N:15]1[C:16]2[CH:17]=[C:9]3[N:8]=[C:7]([C:3]4[C:2]([NH:1][C:30]([C:27]5[CH:26]=[C:25]([CH3:24])[NH:29][N:28]=5)=[O:31])=[CH:6][NH:5][N:4]=4)[NH:23][C:10]3=[CH:11][C:12]=2[C:13]([CH3:22])([CH3:21])[C:14]1=[O:20])[CH3:19]. Procedure: 5-Methyl-1H-pyrazole-3-carboxylic acid[3-(5-ethyl-7,7-dimethyl-6-oxo-1,5,6,7-tetrahydro-imidazo[4,5-f]indol-2-yl)-1H-pyrazol-4-yl]-amide was prepared using 2-(4-amino-1H-pyrazol-3-yl)-5-ethyl-7,7-dimethyl-5,7-dihydro-1H-imidazo[4,5-f]indol-6-one (250 mg, 0.81 mmol) and 5-methyl-1H-pyrazole-3-carboxylic acid (111 mg, 0.89 mmol). The title compound was obtained as light brown powder (72 mg, 21%). Reactants: O=C1C=CC(=NN1)C1=CC=C(C(=O)NCCCN2CCCCC2)C=C1 (4-(6-oxo-1,6-dihydropyridazin-3-yl)-N-(3-piperidin-1-ylpropyl)benzamide), N(=NC(=O)OCC)C(=O)OCC (diethyl azodicarboxylate), N1N=CC2=CC(=CC=C12)CO ((1H-indazol-5-yl)methanol), C1(=CC=CC=C1)P(C1=CC=CC=C1)C1=CC=CC=C1 (triphenyphosphine). The solvent is C1CCOC1 (THF). Conditions: time 15 hour. Yields the product N1N=CC2=CC(=CC=C12)CN1N=C(C=CC1=O)C1=CC=C(C(=O)NCCCN2CCCCC2)C=C1 (4-[1-(1H-indazol-5-ylmethyl)-6-oxo-1,6-dihydropyridazin-3-yl]-N-(3-piperidin-1-ylpropyl)benzamide). As a reaction SMILES: [O:1]=[C:2]1[NH:7][N:6]=[C:5]([C:8]2[CH:25]=[CH:24][C:11]([C:12]([NH:14][CH2:15][CH2:16][CH2:17][N:18]3[CH2:23][CH2:22][CH2:21][CH2:20][CH2:19]3)=[O:13])=[CH:10][CH:9]=2)[CH:4]=[CH:3]1.[NH:26]1[C:34]2[C:29](=[CH:30][C:31]([CH2:35]O)=[CH:32][CH:33]=2)[CH:28]=[N:27]1.C1(P(C2C=CC=CC=2)C2C=CC=CC=2)C=CC=CC=1.N(C(OCC)=O)=NC(OCC)=O>C1COCC1>[NH:26]1[C:34]2[C:29](=[CH:30][C:31]([CH2:35][N:7]3[C:2](=[O:1])[CH:3]=[CH:4][C:5]([C:8]4[CH:25]=[CH:24][C:11]([C:12]([NH:14][CH2:15][CH2:16][CH2:17][N:18]5[CH2:23][CH2:22][CH2:21][CH2:20][CH2:19]5)=[O:13])=[CH:10][CH:9]=4)=[N:6]3)=[CH:32][CH:33]=2)[CH:28]=[N:27]1. Procedure: Under a nitrogen atmosphere, 38 mg (0.11 mmol) of 4-(6-oxo-1,6-dihydropyridazin-3-yl)-N-(3-piperidin-1-ylpropyl)benzamide are suspended in 1 ml of THF, and 27 mg (0.18 mmol) of (1H-indazol-5-yl)methanol and 88 mg (0.34 mmol) of triphenyphosphine are added. 53 μl (0.34 mmol) of diethyl azodicarboxylate was added dropwise to this suspension at 2-10° C. with ice-cooling. The suspension was stirred at room temperature for 15 h. The reaction mixture was evaporated and purified by means of preparative... Starting materials: C(C)(C)(C)OC(N[C@H]1CNC(C1)=O)=O ([(3R)-5-oxopyrrolidin-3-yl]carbamic acid tert-butyl ester), BrC=1C=CC2=C(N(C(CO2)=O)COC)C1 (6-bromo-4-(methoxymethyl)-2H-1,4-benzoxazin-3(4H)-one), C([O-])([O-])=O.[K+].[K+] (potassium carbonate), CNCCNC (N,N′-dimethylethylenediamine). The reagents and catalysts are [Cu]I (copper (I) iodide). Solvent: ClCCl (dichloromethane), C1(=CC=CC=C1)C (toluene). Reaction conditions: temperature 100 celsius, time 8 hour. Product: C(C)(C)(C)OC(N[C@H]1CN(C(C1)=O)C=1C=CC2=C(N(C(CO2)=O)COC)C1)=O ({(3R)-1-[4-(Methoxymethyl)-3-oxo-3,4-dihydro-2H-1,4-benzoxazin-6-yl]-5-oxopyrrolidin-3-yl}carbamic acid tert-butyl ester). Isolated yield 95.9%. Reaction SMILES: [C:1]([O:5][C:6](=[O:14])[NH:7][C@@H:8]1[CH2:12][C:11](=[O:13])[NH:10][CH2:9]1)([CH3:4])([CH3:3])[CH3:2].Br[C:16]1[CH:17]=[CH:18][C:19]2[O:24][CH2:23][C:22](=[O:25])[N:21]([CH2:26][O:27][CH3:28])[C:20]=2[CH:29]=1.C(=O)([O-])[O-].[K+].[K+].CNCCNC>[Cu]I.ClCCl.C1(C)C=CC=CC=1>[C:1]([O:5][C:6](=[O:14])[NH:7][C@@H:8]1[CH2:12][C:11](=[O:13])[N:10]([C:16]2[CH:17]=[CH:18][C:19]3[O:24][CH2:23][C:22](=[O:25])[N:21]([CH2:26][O:27][CH3:28])[C:20]=3[CH:29]=2)[CH2:9]1)([CH3:4])([CH3:2])[CH3:3] |f:2.3.4|. Procedure: A mixture of [(3R)-5-oxopyrrolidin-3-yl]carbamic acid tert-butyl ester (synthesized with reference to WO2004/22536; 200 mg, 0.999 mmol), 6-bromo-4-(methoxymethyl)-2H-1,4-benzoxazin-3(4H)-one (272 mg, 0.999 mmol), potassium carbonate (415 mg, 3.0 mmol), copper (I) iodide (190 mg, 0.999 mmol), N,N′-dimethylethylenediamine (0.107 ml, 0.999 mmol) and toluene (4 ml) was stirred overnight at 100° C. under a stream of nitrogen gas. After cooling, dichloromethane was added to the reaction solution and i...